This data is from the Open Reaction Database (ORD), a public repository of structured organic reaction records. The task is: describe an organic reaction: reactants, conditions, products, and yield Reactants: NC1=CC(=C(C(=O)NCCN(CC)CC)C=C1Cl)OC1C(CCCC1)=O (4-amino-5-chloro-2-(cyclohexanon-2-yl)oxy-N-[2-(diethylamino)ethyl]benzamide), S(O)(O)(=O)=O (sulfuric acid). Solvent: CC(C)O (2-propanol). Yields the product S(=O)(=O)(O)O.NC1=CC(=C(C(=O)NCCN(CC)CC)C=C1Cl)OC1C(CCCC1)=O (4-Amino-5-chloro-2-(cyclohexanon-2-yl)oxy-N-[2-(diethylamino)ethyl]benzamide sulfate). As a reaction SMILES: [NH2:1][C:2]1[C:17]([Cl:18])=[CH:16][C:5]([C:6]([NH:8][CH2:9][CH2:10][N:11]([CH2:14][CH3:15])[CH2:12][CH3:13])=[O:7])=[C:4]([O:19][CH:20]2[CH2:25][CH2:24][CH2:23][CH2:22][C:21]2=[O:26])[CH:3]=1.[S:27](=[O:31])(=[O:30])([OH:29])[OH:28]>CC(O)C>[S:27]([OH:31])([OH:30])(=[O:29])=[O:28].[NH2:1][C:2]1[C:17]([Cl:18])=[CH:16][C:5]([C:6]([NH:8][CH2:9][CH2:10][N:11]([CH2:14][CH3:15])[CH2:12][CH3:13])=[O:7])=[C:4]([O:19][CH:20]2[CH2:25][CH2:24][CH2:23][CH2:22][C:21]2=[O:26])[CH:3]=1 |f:3.4|. Procedure details: The 4-amino-5-chloro-2-(cyclohexanon-2-yl)oxy-N-[2-(diethylamino)ethyl]benzamide (190 mg, 0.5 mmole) was dissolved in 25 ml 2-propanol and treated with 1 ml of 1N sulfuric acid. The solution was concentrated under reduced pressure upon which crystallization occurred to yield the title compound, mp. 175° dec.